This data is from the Open Reaction Database (ORD), a public repository of structured organic reaction records. The task is: describe an organic reaction: reactants, conditions, products, and yield Product: C(C)(C)N(C1=CC2=C(NC(CC(=N2)C2=CC(=CC=C2)N2N=NC=C2CN(C)C(C)C)=O)C=C1C(F)(F)F)C (7-(Isopropyl-methyl-amino)-4-(3-{5-[(isopropyl-methyl-amino)-methyl]-[1,2,3]triazol-1-yl}-phenyl)-8-trifluoromethyl-1.3-dihydro-benzo[b][1,4]diazepin-2-one), solid. Solvent: ClCCl (dichloromethane), CN(C)C=O (DMF). Reactants: OCC1=CN=NN1C=1C=C(C=CC1)C1=NC2=C(NC(C1)=O)C=C(C(=C2)N(C)C(C)C)C(F)(F)F (4-[3-(5-hydroxymethyl-[1,2,3]triazol-1-yl)-phenyl]-7-(isopropyl-methyl-amino)-8-trifluoromethyl-1,3-dihydro-benzo[b][1,4]diazepin-2-one), S(=O)(Cl)Cl (thionylchloride), [Cl-] (chloride), C(C)(C)NC (N-isopropylmethylamine). Procedure details: The title compound was prepared from 4-[3-(5-hydroxymethyl-[1,2,3]triazol-1-yl)-phenyl]-7-(isopropyl-methyl-amino)-8-trifluoromethyl-1,3-dihydro-benzo[b][1,4]diazepin-2-one (Example 119) (220 mg, 0.47 mmol) by reaction with thionylchloride in dichloromethane and subsequent treatment of the corresponding chloride with N-isopropylmethylamine in DMF according to the method described in Example 45. Obtained as a light yellow solid (110 mg, 45%). Yield: 45.0%. Reaction SMILES: O[CH2:2][C:3]1[N:7]([C:8]2[CH:9]=[C:10]([C:14]3[CH2:20][C:19](=[O:21])[NH:18][C:17]4[CH:22]=[C:23]([C:31]([F:34])([F:33])[F:32])[C:24]([N:26]([CH:28]([CH3:30])[CH3:29])[CH3:27])=[CH:25][C:16]=4[N:15]=3)[CH:11]=[CH:12][CH:13]=2)[N:6]=[N:5][CH:4]=1.S(Cl)(Cl)=O.[Cl-].[CH:40]([NH:43][CH3:44])([CH3:42])[CH3:41]>ClCCl.CN(C=O)C>[CH:28]([N:26]([CH3:27])[C:24]1[C:23]([C:31]([F:33])([F:34])[F:32])=[CH:22][C:17]2[NH:18][C:19](=[O:21])[CH2:20][C:14]([C:10]3[CH:11]=[CH:12][CH:13]=[C:8]([N:7]4[C:3]([CH2:2][N:43]([CH:40]([CH3:42])[CH3:41])[CH3:44])=[CH:4][N:5]=[N:6]4)[CH:9]=3)=[N:15][C:16]=2[CH:25]=1)([CH3:30])[CH3:29]. Reactants: C1CCOC1, COc1ccc(CC(=O)O)cc1, CN([SiH](C)C)[Si](C)(C)C, COC(=O)c1ccc(Cl)cc1Cl, Cl, [Na]. Product: COc1ccc(CC(=O)c2ccc(Cl)cc2Cl)cc1. As a reaction SMILES: [CH2:36]1[O:37][CH2:38][CH2:39][CH2:40]1.[CH3:11][O:12][c:13]1[cH:14][cH:15][c:16]([CH2:17][C:18]([OH:19])=[O:20])[cH:21][cH:22]1.[CH3:2][SiH:3]([CH3:4])[N:5]([CH3:6])[Si:7]([CH3:8])([CH3:9])[CH3:10].[Cl:23][c:24]1[c:25]([C:26]([O:27][CH3:28])=[O:29])[cH:30][cH:31][c:32]([Cl:34])[cH:33]1.[ClH:35].[Na:1]>>[CH3:11][O:12][c:13]1[cH:14][cH:15][c:16]([CH2:17][C:18](=[O:20])[c:25]2[c:24]([Cl:23])[cH:33][c:32]([Cl:34])[cH:31][cH:30]2)[cH:21][cH:22]1. The reactants are CC(C)(COCc1ccccc1)C(=O)O, CN(C)C=O, ClCCl, O=C(Cl)C(=O)Cl. Yields the product CC(C)(COCc1ccccc1)C(=O)Cl. As a reaction SMILES: [CH3:1][C:2]([C:3](=[O:4])[OH:5])([CH2:6][O:7][CH2:8][c:9]1[cH:10][cH:11][cH:12][cH:13][cH:14]1)[CH3:15].[CH3:25][N:26]([CH3:27])[CH:28]=[O:29].[Cl:16][CH2:17][Cl:18].[Cl:19][C:20]([C:21]([Cl:22])=[O:23])=[O:24]>>[CH3:1][C:2]([C:3](=[O:4])[Cl:16])([CH2:6][O:7][CH2:8][c:9]1[cH:10][cH:11][cH:12][cH:13][cH:14]1)[CH3:15]. Reactants: N=C(N)c1ccc2oc(C(=O)O)cc2c1, O=C(Cl)OCc1ccccc1, Cl, [Na+], C1CCOC1, [OH-]. Yields the product N=C(NC(=O)OCc1ccccc1)c1ccc2oc(C(=O)O)cc2c1. As a reaction SMILES: [C:2]([NH2:3])(=[NH:4])[c:5]1[cH:6][cH:7][c:8]2[c:9]([cH:10][c:11]([C:13](=[O:14])[OH:15])[o:12]2)[cH:16]1.[CH2:19]([c:20]1[cH:21][cH:22][cH:23][cH:24][cH:25]1)[O:26][C:27](=[O:28])[Cl:29].[ClH:1].[Na+:18].[O:30]1[CH2:31][CH2:32][CH2:33][CH2:34]1.[OH-:17]>>[C:2](=[NH:3])([NH:4][C:27]([O:26][CH2:19][c:20]1[cH:21][cH:22][cH:23][cH:24][cH:25]1)=[O:28])[c:5]1[cH:6][cH:7][c:8]2[c:9]([cH:10][c:11]([C:13](=[O:14])[OH:15])[o:12]2)[cH:16]1. The reactants are [H-].[Al+3].[Li+].[H-].[H-].[H-] (lithium aluminium hydride), S1CC(CCC1)C=1C=C(C=O)C=CC1 (3-(3-tetrahydrothiopyranyl)benzaldehyde). Product: S1CC(CCC1)C=1C=C(CO)C=CC1 (3-(3-tetrahydrothiopyranyl)benzyl alcohol). Isolated yield 14.0%. RXN SMILES: [H-].[Al+3].[Li+].[H-].[H-].[H-].[S:7]1[CH2:12][CH2:11][CH2:10][CH:9]([C:13]2[CH:14]=[C:15]([CH:18]=[CH:19][CH:20]=2)[CH:16]=[O:17])[CH2:8]1>>[S:7]1[CH2:12][CH2:11][CH2:10][CH:9]([C:13]2[CH:14]=[C:15]([CH:18]=[CH:19][CH:20]=2)[CH2:16][OH:17])[CH2:8]1 |f:0.1.2.3.4.5|. Procedure: Using lithium aluminium hydride, the resulting aldehyde compound was reduced in a customary manner to give 75 mg (yield 14%) of the captioned compound as a colorless oil.